Dataset: the Open Reaction Database (ORD), a public repository of structured organic reaction records. Task: describe an organic reaction: reactants, conditions, products, and yield Starting materials: [OH-].[Na+] (sodium hydroxide), [OH-].[Na+] (sodium hydroxide), C(C(=C)C)(=O)Cl (methacrylic chloride), [N+](=O)([O-])C1=CC=CC=C1 (nitrobenzene), NCCC(=O)O (β-alanine), Cl (hydrochloric acid). The solvent is C(C)#N (acetonitrile), O (water), C(C)#N (acetonitrile), O (water). Run at temperature 0 celsius. Yields the product C(C(=C)C)(=O)NCCC(=O)O (N-methacryloyl-β-alanine). The yield is 45.2%. Reaction SMILES: [OH-].[Na+].[N+](C1C=CC=CC=1)([O-])=O.[NH2:12][CH2:13][CH2:14][C:15]([OH:17])=[O:16].[C:18](Cl)(=[O:22])[C:19]([CH3:21])=[CH2:20].Cl>O.C(#N)C>[C:18]([NH:12][CH2:13][CH2:14][C:15]([OH:17])=[O:16])(=[O:22])[C:19]([CH3:21])=[CH2:20] |f:0.1|. Reported procedure: In a mixture composed of 80 g (2.0 mols) of sodium hydroxide, 400 ml of water and 4 ml of nitrobenzene was dissolved 178 g (2.0 mols) of β-alanine with stirring and the resulting solution was cooled to 0° C. To the aqueous solution, there were simultaneously added dropwise 230 g (2.2 mols) of methacrylic chloride and an aqueous solution containing 96 g (2.4 mols) of sodium hydroxide dissolved in 200 ml of water. After the completion of the reaction, 800 ml of acetonitrile was added to the reacti...